This data is from the Open Reaction Database (ORD), a public repository of structured organic reaction records. The task is: describe an organic reaction: reactants, conditions, products, and yield The reactants are FC=1C(=NC(=NC1)OCC1=CC=C(C=C1)F)N=CN(C)C (N′-[5-fluoro-2-(4-fluorobenzyloxy)pyrimidin-4-yl]-N,N-dimethyl-formamidine), Cl.NO (hydroxylamine hydrochloride). Solvent: CCO (EtOH). Run at temperature 50 celsius, time 1.5 hour. Yields the product FC=1C(=NC(=NC1)OCC1=CC=C(C=C1)F)NC=NO (N-[5-Fluoro-2-(4-fluorobenzyloxy)pyrimidin-4-yl]-N′-hydroxy-formamidine). Yield: 94.5%. Reaction SMILES: [F:1][C:2]1[C:3]([N:17]=[CH:18][N:19](C)C)=[N:4][C:5]([O:8][CH2:9][C:10]2[CH:15]=[CH:14][C:13]([F:16])=[CH:12][CH:11]=2)=[N:6][CH:7]=1.Cl.N[OH:24]>CCO>[F:1][C:2]1[C:3]([NH:17][CH:18]=[N:19][OH:24])=[N:4][C:5]([O:8][CH2:9][C:10]2[CH:15]=[CH:14][C:13]([F:16])=[CH:12][CH:11]=2)=[N:6][CH:7]=1 |f:1.2|. Reported procedure: To a solution of N′-[5-fluoro-2-(4-fluorobenzyloxy)pyrimidin-4-yl]-N,N-dimethyl-formamidine (0.10 g, 0.34 mmol) in EtOH (2 mL) was added hydroxylamine hydrochloride (0.047 g, 0.68 mmol) and the mixture was agitated on an orbital shaker for 1.5 h at 50° C. The reaction mixture was cooled and evaporated to dryness. Water was added to produce a slurry which was filtered to isolate the title compound (0.090 g, 94% yield) as a white solid: mp 169-171° C.; 1H NMR (300 MHz, CDCl3) δ 8.15 (d, J=2.2 Hz, ... Starting materials: S(O)(O)(=O)=O (sulfuric acid), FC=1C=CC(=NC1)C1=NOC(=C1C(CC=1SC(=C(N1)C)C(=O)O)O)C (2-{2-[3-(5-fluoro-pyridin-2-yl)-5-methyl-isoxazol-4-yl]-2-hydroxy-ethyl}-4-methyl-thiazole-5-carboxylic acid), ice. Run at temperature 90 celsius. Product: FC=1C=CC(=NC1)C1=NOC(=C1/C=C/C=1SC(=C(N1)C)C(=O)O)C (2-{(E)-2-[3-(5-Fluoro-pyridin-2-yl)-5-methyl-isoxazol-4-yl]-vinyl}-4-methyl-thiazole-5-carboxylic acid). Reaction SMILES: S(=O)(=O)(O)O.[F:6][C:7]1[CH:8]=[CH:9][C:10]([C:13]2[C:17]([CH:18](O)[CH2:19][C:20]3[S:21][C:22]([C:26]([OH:28])=[O:27])=[C:23]([CH3:25])[N:24]=3)=[C:16]([CH3:30])[O:15][N:14]=2)=[N:11][CH:12]=1>>[F:6][C:7]1[CH:8]=[CH:9][C:10]([C:13]2[C:17](/[CH:18]=[CH:19]/[C:20]3[S:21][C:22]([C:26]([OH:28])=[O:27])=[C:23]([CH3:25])[N:24]=3)=[C:16]([CH3:30])[O:15][N:14]=2)=[N:11][CH:12]=1. Procedure details: Concentrated sulfuric acid (9.3 mL) was added to 2-{2-[3-(5-fluoro-pyridin-2-yl)-5-methyl-isoxazol-4-yl]-2-hydroxy-ethyl}-4-methyl-thiazole-5-carboxylic acid (574 mg, 1.58 mmol) then the mixture was heated at 90° C. for 10 min. After cooling to room temperature the mixture was poured into ice (100 g) and the precipitate was filtered off and dried to give the title product. (471 mg, 86%) as a yellow solid. MS: m/e=344.1 [M−H]−. The reactants are OCCC1C(N(C1)OC(C)=O)=O (hydroxyethyl acetoxy azetidinone), Formula 10, silyl enol ether, [N+](=[N-])=C(C(=O)OCC1=CC=CC=C1)C(CC)=O (benzyl 2-diazo-3-oxopentanoate), C(=O)(O)[O-].[Na+] (NaHCO3). The reagents and catalysts are [Cl-].[Zn+2].[Cl-] (zinc chloride). Solvent: ClCCl (dichloromethane), ClCCl (dichloromethane). The product is OC1(C(N(C1)OC(C)=O)=O)CC (Hydroxy-Ethyl Acetoxy Azetidinone). Yield: 77.0%. As a reaction SMILES: O[CH2:2][CH2:3][CH:4]1[CH2:7][N:6]([O:8][C:9](=[O:11])[CH3:10])[C:5]1=[O:12].[N+](=C(C(=O)CC)C(OCC1C=CC=CC=1)=[O:17])=[N-].C([O-])(O)=O.[Na+]>ClCCl.[Cl-].[Zn+2].[Cl-]>[OH:17][C:4]1([CH2:3][CH3:2])[CH2:7][N:6]([O:8][C:9](=[O:11])[CH3:10])[C:5]1=[O:12] |f:2.3,5.6.7|. Procedure: A mixture of the hydroxyethyl acetoxy azetidinone of Formula 10 (112 mg, 0.65 mmol) and silyl enol ether of benzyl 2-diazo-3-oxopentanoate (394 mg, 1.3 mmol) was dissolved in sieve dried dichloromethane (2 mL) and added to a suspension of fused (under vacuum) zinc chloride (55 mg, 0.4 mmol) in dichloromethane (2 mL). After refluxing gently for 12 hours, the mixture was poured into saturated NaHCO3 (50 mL) and extracted with ethyl acetate (100 mL). The ethyl acetate layer was washed with brine, d... Reactants: ClC1=C2N=C(N(C2=NC=N1)COCC[Si](C)(C)C)C1CC1 (2-[(6-chloro-8-cyclopropyl-purin-9-yl)methoxy]ethyl-trimethyl-silane), N (ammonia). Solvent: C(C)O (ethanol). Reaction conditions: temperature 120 celsius. Yields the product C1(CC1)C=1N(C2=NC=NC(=C2N1)N)COCC[Si](C)(C)C (8-cyclopropyl-9-(2-trimethylsilylethoxymethyl)purin-6-amine). Reaction SMILES: Cl[C:2]1[N:10]=[CH:9][N:8]=[C:7]2[C:3]=1[N:4]=[C:5]([CH:19]1[CH2:21][CH2:20]1)[N:6]2[CH2:11][O:12][CH2:13][CH2:14][Si:15]([CH3:18])([CH3:17])[CH3:16].[NH3:22]>C(O)C>[CH:19]1([C:5]2[N:6]([CH2:11][O:12][CH2:13][CH2:14][Si:15]([CH3:18])([CH3:17])[CH3:16])[C:7]3[C:3]([N:4]=2)=[C:2]([NH2:22])[N:10]=[CH:9][N:8]=3)[CH2:21][CH2:20]1. Procedure details: In a sealed tube a stirred suspension of 2-[(6-chloro-8-cyclopropyl-purin-9-yl)methoxy]ethyl-trimethyl-silane (5, 0.8 g, 2.46 mmol) and 30% aqueous ammonia (10 mL) in ethanol (10 mL) was heated at 120° C. for 14 h. After TLC showed consumption of 5, ethanol was removed under reduced pressure and the residue was washed with water (10 mL) and diethyl ether (10 mL) to obtain 8-cyclopropyl-9-(2-trimethylsilylethoxymethyl)purin-6-amine (6) as a white solid. Yield: 703 mg, 93%; MS (ESI) m/z 306.30 [M+... Reactants: O (Water), ClC1=NC=C(C(=N1)Cl)N (2,4-Dichloropyrimidin-5-amine), Cl.N1C(COCC1)C(=O)O (morpholine-3-carboxylic acid hydrochloride), C(C)(C)N(C(C)C)CC (N,N-diisopropylethylamine). The solvent is CS(=O)C (DMSO). Conditions: temperature 100 celsius, time 8 hour. The product is ClC1=NC=2N3C(C(NC2C=N1)=O)COCC3 (2-chloro-6a,7,9,10-tetrahydro-[1,4]oxazino[3,4-h]pteridin-6(5H)-one). RXN SMILES: [Cl:1][C:2]1[N:7]=[C:6](Cl)[C:5]([NH2:9])=[CH:4][N:3]=1.Cl.[NH:11]1[CH2:16][CH2:15][O:14][CH2:13][CH:12]1[C:17](O)=[O:18].C(N(CC)C(C)C)(C)C.O>CS(C)=O>[Cl:1][C:2]1[N:3]=[CH:4][C:5]2[NH:9][C:17](=[O:18])[CH:12]3[CH2:13][O:14][CH2:15][CH2:16][N:11]3[C:6]=2[N:7]=1 |f:1.2|. Procedure details: 2,4-Dichloropyrimidin-5-amine (25 g, 152 mmol) and morpholine-3-carboxylic acid hydrochloride (28.1 g, 168 mmol) were dissolved in DMSO (200 mL) to give a yellow suspension. To the suspension was added N,N-diisopropylethylamine (106 mL, 610 mmol) and the mixture was heated to 100° C. for 18 hours. The mixture was cooled to room temperature and poured into ice. Water was added until the total volume was 1 L. The resulting beige suspension was stirred overnight before the solid was collected on a ...